Task: describe an organic reaction: reactants, conditions, products, and yield. Dataset: the Open Reaction Database (ORD), a public repository of structured organic reaction records Reactants: OCC(CO)(CO)CO (pentaerythritol), C([C@H]([C@@H]([C@@H]([C@H](CO)O)O)O)O)O (dulcitol). Yields the product C(C)C(CO)(CO)CO (2-ethyl-2-hydroxymethyl-1,3-dihydroxypropane). Reaction SMILES: [OH:1][CH2:2][C:3]([CH2:8][OH:9])([CH2:6][OH:7])[CH2:4]O.[CH2:10](O)[C@@H](O)[C@H](O)[C@H](O)[C@@H](O)CO>>[CH2:4]([C:3]([CH2:8][OH:9])([CH2:6][OH:7])[CH2:2][OH:1])[CH3:10]. Procedure: pentaerythritol or dulcitol. Starting materials: O=C([O-])[O-], CCOC(C)=O, Clc1ccnc2ccsc12, O=[N+]([O-])c1ccc(O)c(F)c1, [K+], [K+], c1ccc(Oc2ccccc2)cc1. Yields the product O=[N+]([O-])c1ccc(Oc2ccnc3ccsc23)c(F)c1. As a reaction SMILES: [C:11](=[O:12])([O-:13])[O-:14].[CH3:41][CH2:42][O:43][C:44]([CH3:45])=[O:46].[Cl:1][c:2]1[c:3]2[c:4]([n:5][cH:6][cH:7]1)[cH:8][cH:9][s:10]2.[F:17][c:18]1[c:19]([OH:27])[cH:20][cH:21][c:22]([N+:24](=[O:25])[O-:26])[cH:23]1.[K+:15].[K+:16].[O:28]([c:29]1[cH:30][cH:31][cH:32][cH:33][cH:34]1)[c:35]1[cH:36][cH:37][cH:38][cH:39][cH:40]1>>[c:2]1([O:27][c:19]2[c:18]([F:17])[cH:23][c:22]([N+:24](=[O:25])[O-:26])[cH:21][cH:20]2)[c:3]2[c:4]([n:5][cH:6][cH:7]1)[cH:8][cH:9][s:10]2. The reactants are BrCCc1ccccc1, C1CCOC1, O=Cc1cnc2sc3c(n12)CCC3. Product: OC(CCc1ccccc1)c1cnc2sc3c(n12)CCC3. Reaction SMILES: [Br:1][CH2:2][CH2:3][c:4]1[cH:5][cH:6][cH:7][cH:8][cH:9]1.[CH2:23]1[O:24][CH2:25][CH2:26][CH2:27]1.[n:10]1[cH:11][c:12]([CH:21]=[O:22])[n:13]2[c:14]1[s:15][c:16]1[c:17]2[CH2:18][CH2:19][CH2:20]1>>[CH2:2]([CH2:3][c:4]1[cH:5][cH:6][cH:7][cH:8][cH:9]1)[CH:21]([c:12]1[cH:11][n:10][c:14]2[n:13]1[c:17]1[c:16]([s:15]2)[CH2:20][CH2:19][CH2:18]1)[OH:22]. Starting materials: CNCC1CCN(C(=O)OC(C)(C)C)CC1, O=C([O-])[O-], CN(C)C=O, Oc1ccnc(C(F)(F)F)c1, [K+], [K+], O=P(Cl)(Cl)Cl. Yields the product CN(CC1CCN(C(=O)OC(C)(C)C)CC1)c1ccnc(C(F)(F)F)c1. Reaction SMILES: [C:12]([CH3:13])([CH3:14])([CH3:15])[O:16][C:17](=[O:18])[N:19]1[CH2:20][CH2:21][CH:22]([CH2:25][NH:26][CH3:27])[CH2:23][CH2:24]1.[C:28](=[O:29])([O-:30])[O-:31].[CH3:39][N:40]([CH3:41])[CH:42]=[O:43].[F:1][C:2]([c:3]1[n:4][cH:5][cH:6][c:7]([OH:9])[cH:8]1)([F:10])[F:11].[K+:32].[K+:33].[P:34]([Cl:35])([Cl:36])([Cl:37])=[O:38]>>[F:1][C:2]([c:3]1[n:4][cH:5][cH:6][c:7]([N:26]([CH2:25][CH:22]2[CH2:21][CH2:20][N:19]([C:17]([O:16][C:12]([CH3:13])([CH3:14])[CH3:15])=[O:18])[CH2:24][CH2:23]2)[CH3:27])[cH:8]1)([F:10])[F:11]. The reactants are C(C)C1=NC2=CC=C(C(=C2C(=C1C)OC(=O)C1CC1)F)F (2-ethyl-3-methyl-4-cyclopropanecarbonyloxy-5,6-difluoroquinoline), C(C)C1=NC2=CC=C(C(=C2C(=C1C)OC(=O)C1CC1)F)F (2-ethyl-3-methyl-4-cyclopropanecarbonyloxy-5,6-difluoroquinoline), [H-].[Na+] (sodium hydride), mixture, C(C)C1=NC2=CC(=C(C=C2C(=C1C)O)F)Cl (2-ethyl-3-methyl-4-hydroxy-6-fluoro-7-chloroquinoline), C(C)C1=NC2=CC(=C(C=C2C(=C1C)OC(=O)C1CC1)F)F (2-ethyl-3-methyl-4-cyclopropanecarbonyloxy-6,7-difluoroquinoline), C(C)C1=NC2=CC(=C(C=C2C(=C1C)OC(=O)C1CC1)F)F (2-ethyl-3-methyl-4-cyclopropanecarbonyloxy-6,7-difluoroquinoline). Solvent: O (water), O1CCCC1 (tetrahydrofuran), O1CCCC1 (tetrahydrofuran). Reaction conditions: time 1 hour. The product is C(C)C1=NC2=CC(=C(C=C2C(=C1C)OC(=O)C1CC1)F)Cl (2-ethyl-3-methyl-4-cyclopropanecarbonyloxy-6-fluoro-7-chloroquinoline), C(C)C1=NC2=CC=C(C(=C2C(=C1C)OC(=O)C1CC1)Cl)F (2-ethyl-3-methyl-4-cyclopropanecarbonyloxy-5-chloro-6-fluoroquinoline). Reaction SMILES: [H-].[Na+].[CH2:3]([C:5]1[C:14]([CH3:15])=[C:13]([OH:16])[C:12]2[C:7](=[CH:8][C:9]([Cl:18])=[C:10]([F:17])[CH:11]=2)[N:6]=1)[CH3:4].C(C1C(C)=C([O:32][C:33]([CH:35]2[CH2:37][CH2:36]2)=O)C2C(=CC(F)=C(F)C=2)N=1)C.[CH2:40]([C:42]1[C:51]([CH3:52])=[C:50]([O:53][C:54]([CH:56]2[CH2:58][CH2:57]2)=[O:55])[C:49]2[C:44](=[CH:45][CH:46]=[C:47]([F:60])[C:48]=2F)[N:43]=1)[CH3:41]>O1CCCC1.O>[CH2:3]([C:5]1[C:14]([CH3:15])=[C:13]([O:16][C:33]([CH:35]2[CH2:37][CH2:36]2)=[O:32])[C:12]2[C:7](=[CH:8][C:9]([Cl:18])=[C:10]([F:17])[CH:11]=2)[N:6]=1)[CH3:4].[CH2:40]([C:42]1[C:51]([CH3:52])=[C:50]([O:53][C:54]([CH:56]2[CH2:58][CH2:57]2)=[O:55])[C:49]2[C:44](=[CH:45][CH:46]=[C:47]([F:60])[C:48]=2[Cl:18])[N:43]=1)[CH3:41] |f:0.1|. Reported procedure: In 5 ml of tetrahydrofuran was suspended 90.3 mg of 60% sodium hydride. Separately, 400 mg of the mixture of 2-ethyl-3-methyl-4-hydroxy-6-fluoro-7-chloroquinoline with 2-ethyl-3-methyl-4-hydroxy-5-chloro-6-fluoroquinoline (starting material 1) prepared as described in Example 6 was suspended in 10 ml of tetrahydrofuran, and this suspension was added dropwise to the above suspension under ice cooling. The mixture was stirred for one hr. Cyclopropanecarbonyl chloride (starting material 2) (240 mg)... Reported procedure: 560 mg (1.66 mmoles) of 3-(4-Fluoro-phenyl)-2-(2-methylthio-pyrimidin-4-yl)-1H-pyrrolo[3,2-b]pyridine is stirred at room temperature in a mixture of 50 mL of absolute ethanol and 40 mL of ammonia (15% in water). 2 g of Raney nickel (50% in water) is then added to the solution which is further stirred for 3 hours under refluxing conditions. Once cooled, the reaction mixture is filtered over celite and extracted with ethyl acetate. The organic phase is washed with water and dried over magnesium su... Reaction conditions: time 3 hour. Reagents/catalysts: [Ni] (Raney nickel). Reactants: FC1=CC=C(C=C1)C1=C(NC=2C1=NC=CC2)C2=NC(=NC=C2)SC (3-(4-Fluoro-phenyl)-2-(2-methylthio-pyrimidin-4-yl)-1H-pyrrolo[3,2-b]pyridine). Product: FC1=CC=C(C=C1)C1=C(NC=2C1=NC=CC2)C2=NC=NC=C2 (3-(4-Fluoro-phenyl)-2-pyrimidin-4-yl-1H-pyrrolo[3,2-b]pyridine). Reaction SMILES: [F:1][C:2]1[CH:7]=[CH:6][C:5]([C:8]2[C:12]3=[N:13][CH:14]=[CH:15][CH:16]=[C:11]3[NH:10][C:9]=2[C:17]2[CH:22]=[CH:21][N:20]=[C:19](SC)[N:18]=2)=[CH:4][CH:3]=1>C(O)C.N.[Ni]>[F:1][C:2]1[CH:7]=[CH:6][C:5]([C:8]2[C:12]3=[N:13][CH:14]=[CH:15][CH:16]=[C:11]3[NH:10][C:9]=2[C:17]2[CH:22]=[CH:21][N:20]=[CH:19][N:18]=2)=[CH:4][CH:3]=1. Run in C(C)O (ethanol), N (ammonia). Yield: 51.9%. Yields the product OCCO, CC(S)CC(=O)O, CC(S)CC(=O)O. The reactants are CC(O)CO, ClC(Cl)Cl, CC(S)CC(=O)O, CC(S)CC(=O)O. Reaction SMILES: [CH2:15]([CH:16]([CH3:17])[OH:18])[OH:19].[CH:20]([Cl:21])([Cl:22])[Cl:23].[SH:1][CH:2]([CH2:3][C:4](=[O:5])[OH:6])[CH3:7].[SH:8][CH:9]([CH2:10][C:11](=[O:12])[OH:13])[CH3:14]>>[CH2:15]([CH2:16][OH:18])[OH:19].[SH:1][CH:2]([CH2:3][C:4](=[O:5])[OH:6])[CH3:7].[SH:8][CH:9]([CH2:10][C:11](=[O:12])[OH:13])[CH3:14]. Starting materials: CC1=C2[C@H](C(=O)[C@@]3([C@H](C[C@@H]4[C@]([C@H]3[C@@H]([C@@](C2(C)C)(C[C@@H]1OC(=O)[C@@H]([C@H](C=5C=CC=CC5)NC(=O)C=6C=CC=CC6)O)O)OC(=O)C=7C=CC=CC7)(CO4)OC(=O)C)O)C)OC(=O)C (taxol), C1(CCC(=O)O1)=O (succinic anhydride), C(Cl)(Cl)Cl.CC(=O)C (chloroform acetone). Reagents/catalysts: CN(C)C=1C=CN=CC1 (DMAP). Solvent: CN(C)C=O (DMF). Product: CC1=C2[C@H](C(=O)[C@@]3([C@H](C[C@@H]4[C@]([C@H]3[C@@H]([C@@](C2(C)C)(C[C@@H]1OC(=O)[C@@H]([C@H](C=5C=CC=CC5)NC(=O)C=6C=CC=CC6)OC(=O)CCC(=O)O)O)OC(=O)C=7C=CC=CC7)(CO4)OC(=O)C)O)C)OC(=O)C (2'-succinyltaxol), crude product. Reaction SMILES: [CH3:1][C:2]1[C@@H:19]([O:20][C:21]([C@H:23]([OH:40])[C@@H:24]([NH:31][C:32]([C:34]2[CH:35]=[CH:36][CH:37]=[CH:38][CH:39]=2)=[O:33])[C:25]2[CH:26]=[CH:27][CH:28]=[CH:29][CH:30]=2)=[O:22])[CH2:18][C@:14]2([OH:41])[C:15]([CH3:17])([CH3:16])[C:3]=1[C@@H:4]([O:59][C:60]([CH3:62])=[O:61])[C:5]([C@@:7]1([CH3:58])[C@H:12]([C@@H:13]2[O:42][C:43]([C:45]2[CH:46]=[CH:47][CH:48]=[CH:49][CH:50]=2)=[O:44])[C@:11]2([O:53][C:54]([CH3:56])=[O:55])[CH2:51][O:52][C@@H:10]2[CH2:9][C@@H:8]1[OH:57])=[O:6].[C:63]1(=[O:69])[O:68][C:66](=[O:67])[CH2:65][CH2:64]1.C(Cl)(Cl)Cl.CC(C)=O>CN(C1C=CN=CC=1)C.CN(C=O)C>[CH3:1][C:2]1[C@@H:19]([O:20][C:21]([C@H:23]([O:40][C:63]([CH2:64][CH2:65][C:66]([OH:68])=[O:67])=[O:69])[C@@H:24]([NH:31][C:32]([C:34]2[CH:39]=[CH:38][CH:37]=[CH:36][CH:35]=2)=[O:33])[C:25]2[CH:26]=[CH:27][CH:28]=[CH:29][CH:30]=2)=[O:22])[CH2:18][C@:14]2([OH:41])[C:15]([CH3:16])([CH3:17])[C:3]=1[C@@H:4]([O:59][C:60]([CH3:62])=[O:61])[C:5]([C@@:7]1([CH3:58])[C@H:12]([C@@H:13]2[O:42][C:43]([C:45]2[CH:50]=[CH:49][CH:48]=[CH:47][CH:46]=2)=[O:44])[C@:11]2([O:53][C:54]([CH3:56])=[O:55])[CH2:51][O:52][C@@H:10]2[CH2:9][C@@H:8]1[OH:57])=[O:6] |f:2.3|. Procedure: A solution of 300 mg (0.35 mmole) of taxol, 500 mg (4.2 mmole) of succinic anhydride and 10 mg of DMAP in 4 mL of DMF is heated at 85° C. for 10 h (single spot by TLC using silica, chloroform/acetone, 9:1). With the use of the same procedure as for 2'-succinyltaxol above, the crude product is isolated, and chromatographed on 5 g of silica using toluene/10-50% acetone. This gave 300 mg (68%) of crystalline material: mp 180°-1° C.; [a] -30.1° (c=1.05, EtOH); Anal. (C H NO) C,H,N.